From a dataset of the Open Reaction Database (ORD), a public repository of structured organic reaction records. describe an organic reaction: reactants, conditions, products, and yield The reactants are CCOC(=O)CNCCn1nc(-c2c(-c3ccccc3)nn3ccccc23)ccc1=O, CCO, [Na+], [OH-], O. The product is O=C(O)CNCCn1nc(-c2c(-c3ccccc3)nn3ccccc23)ccc1=O. Reaction SMILES: [CH2:1]([CH3:2])[O:3][C:4](=[O:5])[CH2:6][NH:7][CH2:8][CH2:9][n:10]1[n:11][c:12](-[c:17]2[c:18](-[c:26]3[cH:27][cH:28][cH:29][cH:30][cH:31]3)[n:19][n:20]3[c:21]2[cH:22][cH:23][cH:24][cH:25]3)[cH:13][cH:14][c:15]1=[O:16].[CH3:34][CH2:35][OH:36].[Na+:33].[OH-:32].[OH2:37]>>[O:3]=[C:4]([OH:5])[CH2:6][NH:7][CH2:8][CH2:9][n:10]1[n:11][c:12](-[c:17]2[c:18](-[c:26]3[cH:27][cH:28][cH:29][cH:30][cH:31]3)[n:19][n:20]3[c:21]2[cH:22][cH:23][cH:24][cH:25]3)[cH:13][cH:14][c:15]1=[O:16]. Starting materials: [OH-].[Na+] (NaOH), COC(C1=CC=C(C=C1)S(=O)(=O)N1C=C(C2=CC=CC=C12)C(C)C)=O (4-(3-isopropyl-indole-1-sulfonyl)-benzoic acid methyl ester). The solvent is C1CCOC1 (THF), C(=O)(O)[O-].[Na+] (NaHCO3). Reaction conditions: time 8 hour. Yields the product C(C)(C)C1=CN(C2=CC=CC=C12)S(=O)(=O)C1=CC=C(C(=O)O)C=C1 (4-(3-Isopropyl-indole-1-sulfonyl)-benzoic acid). Isolated yield 89.3%. Reaction SMILES: [OH-].[Na+].C[O:4][C:5](=[O:27])[C:6]1[CH:11]=[CH:10][C:9]([S:12]([N:15]2[C:23]3[C:18](=[CH:19][CH:20]=[CH:21][CH:22]=3)[C:17]([CH:24]([CH3:26])[CH3:25])=[CH:16]2)(=[O:14])=[O:13])=[CH:8][CH:7]=1>C1COCC1.C([O-])(O)=O.[Na+]>[CH:24]([C:17]1[C:18]2[C:23](=[CH:22][CH:21]=[CH:20][CH:19]=2)[N:15]([S:12]([C:9]2[CH:8]=[CH:7][C:6]([C:5]([OH:27])=[O:4])=[CH:11][CH:10]=2)(=[O:13])=[O:14])[CH:16]=1)([CH3:26])[CH3:25] |f:0.1,4.5|. Procedure: Add five molar NaOH (1.5 mL 0.0075 mol) to a stirring solution of 4-(3-isopropyl-indole-1-sulfonyl)-benzoic acid methyl ester (0.230 g, 0.00061 mol) in THF (10.0 mL) at ambient temperature under N2. Stir the resulting mixture overnight Dilute with 5% NaHCO3 (75 mL) and extract with Et2O. Separate the aqueous layer and acidify with 37% HCl. Extract the resulting precipitate into EtOAc, wash with brine, dry (MgSO4), filter and evaporate giving 0.187 g of the title compound as an off white solid: M... The reactants are CC(=O)O, CCOC(C)=O, CC(N)c1cccc(Cl)c1, Cc1cc(C(=O)Nc2cc(C=O)ccc2Cl)no1. Yields the product Cc1cc(C(=O)Nc2cc(CNC(C)c3cccc(Cl)c3)ccc2Cl)no1. RXN SMILES: [CH3:29][C:30](=[O:31])[OH:32].[CH3:33][CH2:34][O:35][C:36]([CH3:37])=[O:38].[Cl:19][c:20]1[cH:21][c:22]([CH:26]([CH3:27])[NH2:28])[cH:23][cH:24][cH:25]1.[Cl:1][c:2]1[c:3]([NH:10][C:11](=[O:12])[c:13]2[n:14][o:15][c:16]([CH3:18])[cH:17]2)[cH:4][c:5]([CH:8]=[O:9])[cH:6][cH:7]1>>[Cl:1][c:2]1[c:3]([NH:10][C:11](=[O:12])[c:13]2[n:14][o:15][c:16]([CH3:18])[cH:17]2)[cH:4][c:5]([CH2:8][NH:28][CH:26]([c:22]2[cH:21][c:20]([Cl:19])[cH:25][cH:24][cH:23]2)[CH3:27])[cH:6][cH:7]1. Starting materials: C(C1=CC=CC=C1)N(CCC1=NC(=C(C(=N1)C(=O)NCC1=CC=C(C=C1)F)O)O)C (2-{2-[benzyl(methyl)amino]ethyl}-N-(4-fluorobenzyl)-5,6-dihydroxypyrimidine-4-carboxamide), C(=O)(C=1NC=CN1)C=1NC=CN1 (carbonyl diimidazole), CC(C)([O-])C.[K+] (potassium tert-butoxide). The reagents and catalysts are [Pd] (Pd/C). The solvent is O1CCOCC1 (dioxane). Product: FC1=CC=C(CNC(=O)C=2N=C3N(C(C2O)=O)C(N(CC3)C)=O)C=C1 (N-(4-fluorobenzyl)-3-hydroxy-7-methyl-4,6-dioxo-6,7,8,9-tetrahydro-4H-pyrimido[1,6-a]pyrimidine-2-carboxamide). As a reaction SMILES: [CH2:1]([N:8]([CH3:30])[CH2:9][CH2:10][C:11]1[N:16]=[C:15]([C:17]([NH:19][CH2:20][C:21]2[CH:26]=[CH:25][C:24]([F:27])=[CH:23][CH:22]=2)=[O:18])[C:14]([OH:28])=[C:13]([OH:29])[N:12]=1)C1C=CC=CC=1.C(C1NC=CN=1)(C1NC=CN=1)=[O:32].CC(C)([O-])C.[K+]>[Pd].O1CCOCC1>[F:27][C:24]1[CH:23]=[CH:22][C:21]([CH2:20][NH:19][C:17]([C:15]2[N:16]=[C:11]3[CH2:10][CH2:9][N:8]([CH3:1])[C:30](=[O:32])[N:12]3[C:13](=[O:29])[C:14]=2[OH:28])=[O:18])=[CH:26][CH:25]=1 |f:2.3|. Procedure: A methanolic solution of 2-{2-[benzyl(methyl)amino]ethyl}-N-(4-fluorobenzyl)-5,6-dihydroxypyrimidine-4-carboxamide prepared as described in Step 4 was stirred under H2 atmosphere in the presence of catalytic 10% Pd/C for 2 hours. The reaction mixture was filtered through celite to remove the catalyst then concentrated under reduced pressure. MS (ES) C17H17FN4O3 requires 320. Found: 321 (M+H+). The crude organic product was treated with carbonyl diimidazole (1.5 equivalents) and potassium tert-bu... Starting materials: C(C1=CC=CC=C1)(=O)OCC=1SC=C(N1)\C=C\C=1C(=NN(C1)C1=CC=CC=C1)OCOC ((4-{(E)-2-[3-(methoxymethoxy)-1-phenyl-1H-pyrazol-4-yl]ethenyl}-1,3-thiazol-2-yl)methyl benzoate), Cl (hydrochloric acid). Run in CO (methanol). Conditions: temperature 50 celsius, time 2 hour. The product is C(C1=CC=CC=C1)(=O)OCC=1SC=C(N1)\C=C\C=1C(=NN(C1)C1=CC=CC=C1)O ({4-[(E)-2-(3-hydroxy-1-phenyl-1H-pyrazol-4-yl)ethenyl]-1,3-thiazol-2-yl}methyl benzoate). Yield: 85.9%. Reaction SMILES: [C:1]([O:9][CH2:10][C:11]1[S:12][CH:13]=[C:14](/[CH:16]=[CH:17]/[C:18]2[C:19]([O:29]COC)=[N:20][N:21]([C:23]3[CH:28]=[CH:27][CH:26]=[CH:25][CH:24]=3)[CH:22]=2)[N:15]=1)(=[O:8])[C:2]1[CH:7]=[CH:6][CH:5]=[CH:4][CH:3]=1.Cl>CO>[C:1]([O:9][CH2:10][C:11]1[S:12][CH:13]=[C:14](/[CH:16]=[CH:17]/[C:18]2[C:19]([OH:29])=[N:20][N:21]([C:23]3[CH:24]=[CH:25][CH:26]=[CH:27][CH:28]=3)[CH:22]=2)[N:15]=1)(=[O:8])[C:2]1[CH:7]=[CH:6][CH:5]=[CH:4][CH:3]=1. Reported procedure: To a solution of (4-{(E)-2-[3-(methoxymethoxy)-1-phenyl-1H-pyrazol-4-yl]ethenyl}-1,3-thiazol-2-yl)methyl benzoate (1.02 g) in methanol (30 mL) was added concentrated hydrochloric acid (0.28 mL) at room temperature, and the mixture was stirred at 50° C. for 2 hrs. The reaction mixture was evaporated under reduced pressure, and the residue was washed with ethyl acetate-methanol to give {4-[(E)-2-(3-hydroxy-1-phenyl-1H-pyrazol-4-yl)ethenyl]-1,3-thiazol-2-yl}methyl benzoate (0.79 g, yield 79%) as co... Starting materials: CC(C)O, Cc1cnccc1Cl, Cl, Nn1ccc2ccccc21. Yields the product Cc1cnccc1Nn1ccc2ccccc21. Reaction SMILES: [CH:20]([OH:21])([CH3:22])[CH3:23].[Cl:12][c:13]1[c:14]([CH3:19])[cH:15][n:16][cH:17][cH:18]1.[ClH:11].[n:1]1([NH2:10])[cH:2][cH:3][c:4]2[cH:5][cH:6][cH:7][cH:8][c:9]12>>[n:1]1([NH:10][c:13]2[c:14]([CH3:19])[cH:15][n:16][cH:17][cH:18]2)[cH:2][cH:3][c:4]2[cH:5][cH:6][cH:7][cH:8][c:9]12. The reactants are N1(CCNCCC1)C(=O)N1CC(C1)OC=1C=CC(=NC1)C(=O)NC (5-{[1-(1,4-diazepan-1-ylcarbonyl)azetidin-3-yl]oxy}-N-methylpyridine-2-carboxamide), C=O (formaldehyde), aq solution. The solvent is CC#N (MeCN). Product: CN1CCN(CCC1)C(=O)N1CC(C1)OC=1C=CC(=NC1)C(=O)NC (5-({1-[(4-methyl-1,4-diazepan-1-yl)carbonyl]azetidin-3-yl}oxy)-N-methylpyridine-2-carboxamide). Yield: 20.0%. Reaction SMILES: [N:1]1([C:8]([N:10]2[CH2:13][CH:12]([O:14][C:15]3[CH:16]=[CH:17][C:18]([C:21]([NH:23][CH3:24])=[O:22])=[N:19][CH:20]=3)[CH2:11]2)=[O:9])[CH2:7][CH2:6][CH2:5][NH:4][CH2:3][CH2:2]1.[CH2:25]=O>CC#N>[CH3:25][N:4]1[CH2:5][CH2:6][CH2:7][N:1]([C:8]([N:10]2[CH2:11][CH:12]([O:14][C:15]3[CH:16]=[CH:17][C:18]([C:21]([NH:23][CH3:24])=[O:22])=[N:19][CH:20]=3)[CH2:13]2)=[O:9])[CH2:2][CH2:3]1. Procedure details: In a similar fashion (Route 1, GP A; except that MeCN was used as solvent), 5-{[1-(1,4-diazepan-1-ylcarbonyl)azetidin-3-yl]oxy}-N-methylpyridine-2-carboxamide (25 mg, 0.075 mmol) and formaldehyde (6.1 μl of a 37% aq solution, 0.075 mmol) gave the title compound as colourless oil (5.3 mg, 20%) after purification by preparative HPLC. The reactants are C(C)(C)(C)OC(NCC1CCN(CC1)C1=CC=C(C=C1)OCC)=O ([1-(4-ethoxy-phenyl)-piperidin-4-ylmethyl]-carbamic acid tert-butyl ester), [H-].[Al+3].[Li+].[H-].[H-].[H-] (lithium aluminium hydride), O1CCCC1 (tetrahydrofuran). Run in O (water). Conditions: time 8 hour. Yields the product CNCC1CCN(CC1)C1=CC=C(C=C1)OCC (methyl-[1-(4-ethoxy-phenyl)-piperidin-4-ylmethyl]-amine). Isolated yield 98.3%. Reaction SMILES: C(O[C:6](=O)[NH:7][CH2:8][CH:9]1[CH2:14][CH2:13][N:12]([C:15]2[CH:20]=[CH:19][C:18]([O:21][CH2:22][CH3:23])=[CH:17][CH:16]=2)[CH2:11][CH2:10]1)(C)(C)C.[H-].[Al+3].[Li+].[H-].[H-].[H-].O1CCCC1>O>[CH3:6][NH:7][CH2:8][CH:9]1[CH2:14][CH2:13][N:12]([C:15]2[CH:16]=[CH:17][C:18]([O:21][CH2:22][CH3:23])=[CH:19][CH:20]=2)[CH2:11][CH2:10]1 |f:1.2.3.4.5.6|. Reported procedure: [1-(4-Ethoxy-phenyl)-piperidin-4-ylmethyl]-carbamic acid tert-butyl ester (963 mg, 2.88 mmol, prepared in accordance with Example 106) is added to a molar solution of lithium aluminium hydride in tetrahydrofuran (10 mL, 10 mmol) and the resulting mixture is refluxed for 2 hours. After cooling with an ice bath, water (1 mL) is added carefully and the mixture is stirred overnight at room temperature. The reaction is then filtered and the filtrate is concentrated under reduced pressure. The residue... Reactants: N1=CC=CC=C1 (pyridine), COC=1C=CC2=C(C1)C(=CC=N2)C(=O)[C@H]3C[C@@H]4CCN3C[C@@H]4C=C (quinidinone), solution, [H-].C(C(C)C)[Al+]CC(C)C (diisobutylaluminum hydride). The solvent is C1(=CC=CC=C1)C (toluene). Product: COC=1C=CC2=C(C1)C(=CC=N2)[C@@H]([C@H]3CC4CCN3C[C@@H]4C=C)O (quinidine). As a reaction SMILES: N1C=CC=CC=1.[CH3:7][O:8][C:9]1[CH:10]=[CH:11][C:12]2[N:18]=[CH:17][CH:16]=[C:15]([C:19]([C@@H:21]3[N:26]4[CH2:27][C@H:28]([CH:29]=[CH2:30])[C@@H:23]([CH2:24][CH2:25]4)[CH2:22]3)=[O:20])[C:13]=2[CH:14]=1.[H-].C([Al+]CC(C)C)C(C)C>C1(C)C=CC=CC=1>[CH3:7][O:8][C:9]1[CH:10]=[CH:11][C:12]2[N:18]=[CH:17][CH:16]=[C:15]([C@H:19]([OH:20])[C@@H:21]3[N:26]4[CH2:27][C@H:28]([CH:29]=[CH2:30])[CH:23]([CH2:24][CH2:25]4)[CH2:22]3)[C:13]=2[CH:14]=1 |f:2.3|. Procedure details: 600 ml. anhydrous pyridine, 100 g. crystallized quinidinone, and 300 ml. 25% solution of diisobutylaluminum hydride (DIBAH) in toluene were in a reaction vessel and the reaction was allowed to proceed until the reduction was completed as indicated by thin layer chromatography. The mixture was then heated under vacuum (25 mm Hg) to remove the pyridine. The reaction mixture was then treated with 750 ml. of a 50/50 mixture of water and ethanol, and after refluxing for 2 hours and cooling, 92.7 g. o...